This data is from the Open Reaction Database (ORD), a public repository of structured organic reaction records. The task is: describe an organic reaction: reactants, conditions, products, and yield Starting materials: FC1=C2CC(NC2=CC=C1F)=O (4,5-difluoro-1,3-dihydro-indol-2-one), C(C)(=O)OC(C)=O (acetic anhydride), ice water. Yields the product C(C)(=O)N1C(CC2=C(C(=CC=C12)F)F)=O (1-acetyl-4,5-difluoro-1,3-dihydro-indol-2-one). As a reaction SMILES: [F:1][C:2]1[C:10]([F:11])=[CH:9][CH:8]=[C:7]2[C:3]=1[CH2:4][C:5](=[O:12])[NH:6]2.[C:13](OC(=O)C)(=[O:15])[CH3:14]>>[C:13]([N:6]1[C:7]2[C:3](=[C:2]([F:1])[C:10]([F:11])=[CH:9][CH:8]=2)[CH2:4][C:5]1=[O:12])(=[O:15])[CH3:14]. Procedure details: 2.00 g (11.8 mmol) 4,5-difluoro-1,3-dihydro-indol-2-one I were stirred in 6.62 mL (55.0 mmol) acetic anhydride for 2 h at 150° C. The reaction mixture was added to ice water, the precipitated solid was suction filtered and washed with water. The product was recrystallised from a mixture of water and ethanol, suction filtered and dried. The reactants are ClC1=CC(=C(C=C1C(=O)O)OCC1=CC=C(C=C1)OC)OCC1=CC=C(C=C1)OC (6-chloro-3,4-bis(p-methoxybenzyloxy)benzoic acid), C1(CCCCC1)N=C=NC1CCCCC1 (dicyclohexylcarbodiimide), ON1N=NC2=C1C=CC=C2 (N-hydroxybenzotriazole), CN1CCNCC1 (N-methylpiperazine). Run in O1CCCC1 (tetrahydrofuran). Run at time 90 minute. Product: ClC1=CC(=C(C=C1C(=O)N1CCN(CC1)C)OCC1=CC=C(C=C1)OC)OCC1=CC=C(C=C1)OC (6-chloro-3,4-bis(p-methoxybenzyloxy)benzoyl-4-methylpiperazine). The yield is 97.0%. RXN SMILES: [Cl:1][C:2]1[C:7]([C:8]([OH:10])=O)=[CH:6][C:5]([O:11][CH2:12][C:13]2[CH:18]=[CH:17][C:16]([O:19][CH3:20])=[CH:15][CH:14]=2)=[C:4]([O:21][CH2:22][C:23]2[CH:28]=[CH:27][C:26]([O:29][CH3:30])=[CH:25][CH:24]=2)[CH:3]=1.C1(N=C=NC2CCCCC2)CCCCC1.ON1C2C=CC=CC=2N=N1.[CH3:56][N:57]1[CH2:62][CH2:61][NH:60][CH2:59][CH2:58]1>O1CCCC1>[Cl:1][C:2]1[C:7]([C:8]([N:60]2[CH2:61][CH2:62][N:57]([CH3:56])[CH2:58][CH2:59]2)=[O:10])=[CH:6][C:5]([O:11][CH2:12][C:13]2[CH:18]=[CH:17][C:16]([O:19][CH3:20])=[CH:15][CH:14]=2)=[C:4]([O:21][CH2:22][C:23]2[CH:24]=[CH:25][C:26]([O:29][CH3:30])=[CH:27][CH:28]=2)[CH:3]=1. Procedure details: To a solution of 6-chloro-3,4-bis(p-methoxybenzyloxy)benzoic acid (94 g: 218 mMol.) in tetrahydrofuran (1 liter) are added dicyclohexylcarbodiimide (50 g: 1.1 Eq.) and N-hydroxybenzotriazole (33 g: 1.1 Eq.), and the mixture is stirred at room temperature for 90 minutes. To the reaction mixture is added N-methylpiperazine (48 ml: 2 Eq.) and the resulting precipitate is filtered off. The filtrate is concentrated under reduced pressure, diluted with ethyl acetate, washed with aqueous sodium hydroxi... Reactants: CC=1NC2=CC=C(C=C2C1)N (2-methyl-1H-indol-5-ylamine), CN(C(=O)C1=CC2=NC=CC(=C2S1)Cl)C (7-chloro-thieno[3,2-b]pyridine-2-carboxylic acid dimethylamide). Yields the product CN(C(=O)C1=CC2=NC=CC(=C2S1)NC=1C=C2C=C(NC2=CC1)C)C (7-(2-Methyl-1H-indol-5-ylamino)-thieno[3,2-b]pyridine-2-carboxylic acid dimethylamide). Reaction SMILES: [CH3:1][C:2]1[NH:3][C:4]2[C:9]([CH:10]=1)=[CH:8][C:7]([NH2:11])=[CH:6][CH:5]=2.[CH3:12][N:13]([CH3:26])[C:14]([C:16]1[S:24][C:23]2[C:18](=[N:19][CH:20]=[CH:21][C:22]=2Cl)[CH:17]=1)=[O:15]>>[CH3:12][N:13]([CH3:26])[C:14]([C:16]1[S:24][C:23]2[C:18](=[N:19][CH:20]=[CH:21][C:22]=2[NH:11][C:7]2[CH:8]=[C:9]3[C:4](=[CH:5][CH:6]=2)[NH:3][C:2]([CH3:1])=[CH:10]3)[CH:17]=1)=[O:15]. Procedure: The title compound was prepared from 2-methyl-1H-indol-5-ylamine and 7-chloro-thieno[3,2-b]pyridine-2-carboxylic acid dimethylamide by a procedure analogous to Example 1C. MS: 351 (MH+); HPLC Rf: 3.87 min.; HPLC purity: 94%. The reactants are C1(CCCCC1)C1=C(NC2=CC(=CC=C12)C(=O)OC)C1=C(C=CC=C1)CO[Si](C(C)C)(C(C)C)C(C)C (methyl 3-cyclohexyl-2-(2-{[(triisopropylsilyl)oxy]methyl}phenyl)-1H-indole-6-carboxylate), CN(C)C=O (DMF), C(C=C)Br (allyl bromide). The solvent is CCOCC (Et2O). Run at time 2 hour. Yields the product C(C=C)N1C(=C(C2=CC=C(C=C12)C(=O)OC)C1CCCCC1)C1=C(C=CC=C1)CO[Si](C(C)C)(C(C)C)C(C)C (Methyl 1-allyl-3-cyclohexyl-2-(2-{[(triisopropylsilyl)oxy]methyl}phenyl)-1H-indole-6-carboxylate). Isolated yield 67.0%. Reaction SMILES: [CH:1]1([C:7]2[C:15]3[C:10](=[CH:11][C:12]([C:16]([O:18][CH3:19])=[O:17])=[CH:13][CH:14]=3)[NH:9][C:8]=2[C:20]2[CH:25]=[CH:24][CH:23]=[CH:22][C:21]=2[CH2:26][O:27][Si:28]([CH:35]([CH3:37])[CH3:36])([CH:32]([CH3:34])[CH3:33])[CH:29]([CH3:31])[CH3:30])[CH2:6][CH2:5][CH2:4][CH2:3][CH2:2]1.CN(C=O)C.[CH2:43](Br)[CH:44]=[CH2:45]>CCOCC>[CH2:45]([N:9]1[C:10]2[C:15](=[CH:14][CH:13]=[C:12]([C:16]([O:18][CH3:19])=[O:17])[CH:11]=2)[C:7]([CH:1]2[CH2:6][CH2:5][CH2:4][CH2:3][CH2:2]2)=[C:8]1[C:20]1[CH:25]=[CH:24][CH:23]=[CH:22][C:21]=1[CH2:26][O:27][Si:28]([CH:32]([CH3:34])[CH3:33])([CH:29]([CH3:31])[CH3:30])[CH:35]([CH3:37])[CH3:36])[CH:44]=[CH2:43]. Procedure details: To a solution of methyl 3-cyclohexyl-2-(2-{[(triisopropylsilyl)oxy]methyl}phenyl)-1H-indole-6-carboxylate in DMF (0.13 M) NaH (2 eq.) was added. After 20 min. allyl bromide (1.5 eq.) was added and the mixture stirred at RT for 2 h, diluted with Et2O, washed with sat aq. NH4Cl and brine. The organic phase was dried over Na2SO4 and evaporated in vacuo. The residual material was subjected to flash chromatography (PE:EtOAc, 10:1). After evaporation of the solvents the product was obtained as yellow ... The reactants are [OH-].[Na+] (sodium hydroxide), C(C)(=O)N[C@@]1([C@@H]2[C@H]([C@@H]2C2(CC2)C1)C(=O)OCC)C(=O)OCC (diethyl (1S,2S,5R,6S)-2-acetamidospiro[bicyclo[3.1.0]hexane-4,1′-cyclopropane]-2,6-dicarboxylate), [OH-].[Na+] (sodium hydroxide). Yields the product N[C@@]1([C@@H]2[C@H]([C@@H]2C2(CC2)C1)C(=O)O)C(=O)O ((1S,2S,5R,6S)-2-Aminospiro[bicyclo[3.1.0]hexane-4,1′-cyclopropane]-2,6-dicarboxylic acid). The yield is 100.0%. As a reaction SMILES: [OH-].[Na+].C([NH:6][C@@:7]1([C:20]([O:22]CC)=[O:21])[CH2:14][C:11]2([CH2:13][CH2:12]2)[C@@H:10]2[C@H:8]1[C@H:9]2[C:15]([O:17]CC)=[O:16])(=O)C>>[NH2:6][C@@:7]1([C:20]([OH:22])=[O:21])[CH2:14][C:11]2([CH2:13][CH2:12]2)[C@@H:10]2[C@H:8]1[C@H:9]2[C:15]([OH:17])=[O:16] |f:0.1|. Reported procedure: Add 2M sodium hydroxide (11.5 mL, 23.1 mmol) with diethyl (1S,2S,5R,6S)-2-acetamidospiro[bicyclo[3.1.0]hexane-4,1′-cyclopropane]-2,6-dicarboxylate (1.19 g, 3.8 mmol). Upon addition heat the reaction mixture to reflux under a blanket of nitrogen. After 21 hours add excess 2M sodium hydroxide (5.8 mL, 11.5 mmol) and resume heating for 120 hours. Purify by cation exchange chromatography (Dowex™ 50X8-100) as follows. Filter any insoluble particles and rinse with HPLC grade water. Concentrate the sol... Reactants: C(C)(C)(C)OC(NC1=CC(=C(C(=C1)Cl)O)Cl)=O ((3,5-dichloro-4-hydroxy-phenyl)-carbamic acid tert-butyl ester), C([O-])([O-])=O.[K+].[K+] (potassium carbonate), C(C)I (ethyl iodide). Solvent: CC(=O)C (acetone). Run at time 15 hour. The product is C(C)(C)(C)OC(NC1=CC(=C(C(=C1)Cl)OCC)Cl)=O ((3,5-Dichloro-4ethoxy-phenyl)-carbamic acid tert-butyl ester). As a reaction SMILES: [C:1]([O:5][C:6](=[O:17])[NH:7][C:8]1[CH:13]=[C:12]([Cl:14])[C:11]([OH:15])=[C:10]([Cl:16])[CH:9]=1)([CH3:4])([CH3:3])[CH3:2].C(=O)([O-])[O-].[K+].[K+].[CH2:24](I)[CH3:25]>CC(C)=O>[C:1]([O:5][C:6](=[O:17])[NH:7][C:8]1[CH:13]=[C:12]([Cl:14])[C:11]([O:15][CH2:24][CH3:25])=[C:10]([Cl:16])[CH:9]=1)([CH3:4])([CH3:2])[CH3:3] |f:1.2.3|. Reported procedure: To a solution of (3,5-dichloro-4-hydroxy-phenyl)-carbamic acid tert-butyl ester (1.0 g) and potassium carbonate (1.0 g) in acetone (18 mL) is added ethyl iodide (0.36 mL) and the mixture is stirred for approximately 15 hours at room temperature. The solution is then filtered, concentrated under reduced pressure, and partitioned between ethyl acetate and water. The separated aqueous layer is further extracted twice with ethyl acetate, and the pooled organic extracts are washed successively with 1... Starting materials: C(C)(C)OC([C@@H](O)CC(=O)OC(C)C)=O (diisopropyl-(S)-(−)-malate), C[Si](C)(C)[N-][Si](C)(C)C.[Li+] (lithium bis(trimethylsilyl)amide), [NH4+].[Cl-] (NH4Cl), C(C1=CC=CC=C1)Br (Benzyl bromide). Solvent: C1CCOC1 (THF), O1CCCC1 (tetrahydrofuran), O (water). Conditions: temperature 20 celsius, time 16 hour. The product is C(C1=CC=CC=C1)[C@@H](C(=O)OC(C)C)[C@@H](C(=O)OC(C)C)O (Diisopropyl (2R,3S)-2-benzyl-3-hydroxysuccinate). Yield: 42.5%. Reaction SMILES: [CH:1]([O:4][C:5](=[O:15])[C@H:6]([CH2:8][C:9]([O:11][CH:12]([CH3:14])[CH3:13])=[O:10])[OH:7])([CH3:3])[CH3:2].C[Si]([N-][Si](C)(C)C)(C)C.[Li+].[CH2:26](Br)[C:27]1[CH:32]=[CH:31][CH:30]=[CH:29][CH:28]=1.[NH4+].[Cl-]>C1COCC1.O>[CH2:26]([C@H:8]([C@H:6]([OH:7])[C:5]([O:4][CH:1]([CH3:2])[CH3:3])=[O:15])[C:9]([O:11][CH:12]([CH3:14])[CH3:13])=[O:10])[C:27]1[CH:32]=[CH:31][CH:30]=[CH:29][CH:28]=1 |f:1.2,4.5|. Reported procedure: To a cold (−78° C.) solution of diisopropyl-(S)-(−)-malate (4.72 mL, 22.9 mmol, 1 eq.) in anhydrous THF (8.50 mL) was added slowly a solution (1 M) of lithium bis(trimethylsilyl)amide (48.1 mL, 48.1 eq., 2.10 eq.) in tetrahydrofuran. The temperature was raised to 20° C. over 30 minutes, than lowered again to −78° C. Benzyl bromide (4.70 g; 27.5 mmol; 1.20 eq.) was added and the mixture stirred at RT for 16 hours. The reaction mixture was then cooled to 0° C. and a saturated solution of NH4Cl was... Reactants: CCCCCC(=O)OCC, N#Cc1ccc(CC23CCCC=C2N(c2cc(Cl)cc(Cl)c2)C(=O)N3)cc1, [H-], [Na+], CN(C)C=O. Yields the product CCOC(=O)CCCCCC12CCCCC1(Cc1ccc(C#N)cc1)NC(=O)N2c1cc(Cl)cc(Cl)c1. Reaction SMILES: [C:30]([CH2:31][CH2:32][CH2:33][CH2:34][CH3:35])(=[O:36])[O:37][CH2:38][CH3:39].[Cl:1][c:2]1[cH:3][c:4]([N:9]2[C:10](=[O:27])[NH:11][C:12]3([CH2:18][c:19]4[cH:20][cH:21][c:22]([C:23]#[N:24])[cH:25][cH:26]4)[C:13]2=[CH:14][CH2:15][CH2:16][CH2:17]3)[cH:5][c:6]([Cl:8])[cH:7]1.[H-:29].[Na+:28].[O:40]=[CH:41][N:42]([CH3:43])[CH3:44]>>[Cl:1][c:2]1[cH:3][c:4]([N:9]2[C:10](=[O:27])[NH:11][C:12]3([CH2:18][c:19]4[cH:20][cH:21][c:22]([C:23]#[N:24])[cH:25][cH:26]4)[C:13]2([CH2:35][CH2:34][CH2:33][CH2:32][CH2:31][C:30](=[O:36])[O:37][CH2:38][CH3:39])[CH2:14][CH2:15][CH2:16][CH2:17]3)[cH:5][c:6]([Cl:8])[cH:7]1. The reactants are C1(CCC(CC1)N)N (1,4-cyclohexanediamine), C(C=C)#N (acrylonitrile). Solvent: C(C)O (ethanol). Reaction conditions: temperature 80 celsius, time 2 hour. Yields the product C(#N)CCNC1CCC(CC1)NCCC#N (N,N′-bis(2-cyanoethyl)-cyclohexane-1,4-diamine). Isolated yield 92.8%. Reaction SMILES: [CH:1]1([NH2:8])[CH2:6][CH2:5][CH:4]([NH2:7])[CH2:3][CH2:2]1.[C:9](#[N:12])[CH:10]=[CH2:11]>C(O)C>[C:9]([CH2:10][CH2:11][NH:7][CH:4]1[CH2:5][CH2:6][CH:1]([NH:8][CH2:2][CH2:3][C:4]#[N:7])[CH2:2][CH2:3]1)#[N:12]. Procedure: In a 5-liter reactor, 531.5 g of 1,4-cyclohexanediamine were placed and warmed at 80° C. until total fusion of the product. Then 675 mL of acrylonitrile were added and the mixture was warmed at 80° C. for 1 h, and at 100° C. for 2 h. Then 960 mL of ethanol were added and it was cooled down to room temperature, occurring the precipitation of a solid. After filtering, washing with ethanol and drying, 952.2 g (92.8%) of the title compound were obtained as a brown solid. Elemental analysis (%): theo... Starting materials: FC1=C(C(=O)Cl)C=CC=C1 (2-Fluorobenzoyl chloride), C(C)N (ethyl amine). Solvent: C(Cl)Cl (CH2Cl2). Product: C(C)NC(C1=C(C=CC=C1)F)=O (N-ethyl-2-fluorobenzamide). Isolated yield 87.8%. RXN SMILES: [F:1][C:2]1[CH:10]=[CH:9][CH:8]=[CH:7][C:3]=1[C:4](Cl)=[O:5].[CH2:11]([NH2:13])[CH3:12]>C(Cl)Cl>[CH2:11]([NH:13][C:4](=[O:5])[C:3]1[CH:7]=[CH:8][CH:9]=[CH:10][C:2]=1[F:1])[CH3:12]. Reported procedure: 2-Fluorobenzoyl chloride (2 g, 12.6 mmol) and 70% aq ethyl amine (1.78 g, 27.7 mmol) were combined in CH2Cl2 according to General Method E1, and kugelrohr distilled to give 1.85 g of N-ethyl-2-fluorobenzamide as a colorless oil, an 87% yield.